Dataset: the Open Reaction Database (ORD), a public repository of structured organic reaction records. Task: describe an organic reaction: reactants, conditions, products, and yield Reactants: ClC1=NC=C(C(=N1)Cl)F (2,4-dichloro-5-fluoropyrimidine), ClC=1C=C(N)C=CC1F (3-chloro-4-fluoroaniline). Yields the product ClC=1C=C(C=CC1F)NC1=NC=CC(=N1)NC1=CC(=C(C=C1)F)Cl (N2,N4-bis(3-chloro-4-fluorophenyl)-2,4-pyrimidinediamine). Reaction SMILES: Cl[C:2]1[N:7]=[C:6](Cl)[C:5](F)=[CH:4][N:3]=1.[Cl:10][C:11]1[CH:12]=[C:13]([CH:15]=[CH:16][C:17]=1[F:18])[NH2:14]>>[Cl:10][C:11]1[CH:12]=[C:13]([NH:14][C:2]2[N:7]=[C:6]([NH:14][C:13]3[CH:15]=[CH:16][C:17]([F:18])=[C:11]([Cl:10])[CH:12]=3)[CH:5]=[CH:4][N:3]=2)[CH:15]=[CH:16][C:17]=1[F:18]. Procedure details: In like manner to the preparation of N2,N4-bis(3-hydroxyphenyl)-5-fluoro-2,4-pyrimidinediamine, 2,4-dichloro-5-fluoropyrimidine and 3-chloro-4-fluoroaniline were reacted to produce N2,N4-bis(3-chloro-4-fluorophenyl)-2,4-pyrimidinediamine. 1H NMR (DMSO-d6): δ 9.58 (s, 1H), 9.48 (s, 1H), 8.17 (d, 1H, J=4.1 Hz), 7.94-7.90 (m, 2H), 7.73-7.67 (m, 1H), 7.51-7.45 (m, 1H), 7.38 (t, 1H, J=8.8 Hz), 7.26 (t, 1H, J=8.8 Hz); LCMS: ret. time: 27.83 min.; purity: 99%; MS (m/e): 386 (MH+).